The task is: describe an organic reaction: reactants, conditions, products, and yield. This data is from the Open Reaction Database (ORD), a public repository of structured organic reaction records. The reactants are C1CCOC1, CCOC(=O)C1=Cc2cc(OC(F)(F)F)cc(B3OC(C)(C)C(C)(C)O3)c2OC1C(F)(F)F, Cl, [Na+], [OH-], OO. Yields the product CCOC(=O)C1=Cc2cc(OC(F)(F)F)cc(O)c2OC1C(F)(F)F. Reaction SMILES: [CH2:39]1[O:40][CH2:41][CH2:42][CH2:43]1.[CH3:1][C:2]1([CH3:3])[C:4]([CH3:5])([CH3:6])[O:7][B:8]([c:9]2[cH:10][c:11]([O:28][C:29]([F:30])([F:31])[F:32])[cH:12][c:13]3[c:18]2[O:17][CH:16]([C:19]([F:20])([F:21])[F:22])[C:15]([C:23](=[O:24])[O:25][CH2:26][CH3:27])=[CH:14]3)[O:33]1.[ClH:38].[Na+:37].[OH-:36].[OH:34][OH:35]>>[c:9]1([OH:34])[cH:10][c:11]([O:28][C:29]([F:30])([F:31])[F:32])[cH:12][c:13]2[c:18]1[O:17][CH:16]([C:19]([F:20])([F:21])[F:22])[C:15]([C:23](=[O:24])[O:25][CH2:26][CH3:27])=[CH:14]2. Reactants: C(C)(C)(C)OC(=O)NC(CCOC1=CC=C(C=C1)N(C1C(N(C1)C(C1=CC=CC=C1)C(=O)O)=O)C(C=O)=O)C(=O)OCC1=CC=C(C=C1)OC (3-[4-{3-tert-butoxycarbonylamino-3-(4-methoxybenzyloxycarbonyl)propoxy}phenylglyoxyloylamino]-1-(α-carboxybenzyl)-2-azetidinone), C1=CC=CC=C1 (benzene), C1(=CC=CC=C1)OC (anisol), FC(C(=O)O)(F)F (2,2,2-trifluoroacetic acid). Run in C(C)OCC (diethyl ether). Reaction conditions: time 1.5 hour. Yields the product NC(CCOC1=CC=C(C=C1)N(C1C(N(C1)C(C1=CC=CC=C1)C(=O)O)=O)C(C=O)=O)C(=O)O (3-[4-(3-amino-3-carboxypropoxy)phenylglyoxyloylamino]-1-(α-carboxybenzyl)-2-azetidinone). Yield: 87.8%. Reaction SMILES: C(OC([NH:8][CH:9]([C:39]([O:41]CC1C=CC(OC)=CC=1)=[O:40])[CH2:10][CH2:11][O:12][C:13]1[CH:18]=[CH:17][C:16]([N:19]([C:35](=[O:38])[CH:36]=[O:37])[CH:20]2[CH2:23][N:22]([CH:24]([C:31]([OH:33])=[O:32])[C:25]3[CH:30]=[CH:29][CH:28]=[CH:27][CH:26]=3)[C:21]2=[O:34])=[CH:15][CH:14]=1)=O)(C)(C)C.C1C=CC=CC=1.C1(OC)C=CC=CC=1.FC(F)(F)C(O)=O>C(OCC)C>[NH2:8][CH:9]([C:39]([OH:41])=[O:40])[CH2:10][CH2:11][O:12][C:13]1[CH:14]=[CH:15][C:16]([N:19]([C:35](=[O:38])[CH:36]=[O:37])[CH:20]2[CH2:23][N:22]([CH:24]([C:31]([OH:33])=[O:32])[C:25]3[CH:30]=[CH:29][CH:28]=[CH:27][CH:26]=3)[C:21]2=[O:34])=[CH:17][CH:18]=1. Procedure: To a mixture of 3-[4-{3-tert-butoxycarbonylamino-3-(4-methoxybenzyloxycarbonyl)propoxy}phenylglyoxyloylamino]-1-(α-carboxybenzyl)-2-azetidinone (870 mg), benzene (4 ml) and anisol (1 ml), there was added 2,2,2-trifluoroacetic acid (2 ml) under ice-cooling. The mixture was stirred at the same temperature for 1.5 hours and then diethyl ether (50 ml) was added thereto. The mixture was stirred for half an hour and insoluble materials were collected by filtration and suspended in ethyl acetate (30 ml... Starting materials: ClC1=NC=C(C=N1)C#CC1=CC=CC=C1 (2-chloro-5-(phenylethynyl)pyrimidine), suspension, [H-].[Na+] (sodium hydride), CN1C(C(CC1(C)C)C(=O)OCC1=CC=CC=C1)=O ((RS)-benzyl 1,5,5-trimethyl-2-oxopyrrolidine-3-carboxylate). Solvent: CN(C)C=O (DMF). Reaction conditions: temperature 0 celsius, time 40 minute. Yields the product CN1C(C(CC1(C)C)(C(=O)OCC1=CC=CC=C1)C1=NC=C(C=N1)C#CC1=CC=CC=C1)=O ((RS)-Benzyl 1,5,5-trimethyl-2-oxo-3-(5-(phenylethynyl)pyrimidin-2yl)-pyrrolidine-3-carboxylate). Yield: 79.6%. RXN SMILES: [CH3:1][N:2]1[C:6]([CH3:8])([CH3:7])[CH2:5][CH:4]([C:9]([O:11][CH2:12][C:13]2[CH:18]=[CH:17][CH:16]=[CH:15][CH:14]=2)=[O:10])[C:3]1=[O:19].[H-].[Na+].Cl[C:23]1[N:28]=[CH:27][C:26]([C:29]#[C:30][C:31]2[CH:36]=[CH:35][CH:34]=[CH:33][CH:32]=2)=[CH:25][N:24]=1>CN(C=O)C>[CH3:1][N:2]1[C:6]([CH3:8])([CH3:7])[CH2:5][C:4]([C:23]2[N:24]=[CH:25][C:26]([C:29]#[C:30][C:31]3[CH:36]=[CH:35][CH:34]=[CH:33][CH:32]=3)=[CH:27][N:28]=2)([C:9]([O:11][CH2:12][C:13]2[CH:18]=[CH:17][CH:16]=[CH:15][CH:14]=2)=[O:10])[C:3]1=[O:19] |f:1.2|. Reported procedure: A solution of (RS)-benzyl 1,5,5-trimethyl-2-oxopyrrolidine-3-carboxylate (206 mg, 787 μmol) in 4 ml of dry DMF was purged with argon and cooled to 0° C. Then a 60% suspension of sodium hydride (31.5 mg, 0.79 mmol) was added and the mixture was stirred for 40 min at room temperature whereby a white suspension was formed. Then 2-chloro-5-(phenylethynyl)pyrimidine (CAS: [1051388-40-9]) (130 mg, 606 μmol) was added, the mixture was stirred for 30 min at 80° C., and then quenched by addition of 1 ml ... Reactants: O=c1[nH]cnc2cc(-c3ccccc3C(F)(F)F)ccc12, O=P(Cl)(Cl)Cl. Yields the product FC(F)(F)c1ccccc1-c1ccc2c(Cl)ncnc2c1. RXN SMILES: [F:1][C:2]([c:3]1[c:4](-[c:9]2[cH:10][cH:11][c:12]3[c:13](=[O:19])[nH:14][cH:15][n:16][c:17]3[cH:18]2)[cH:5][cH:6][cH:7][cH:8]1)([F:20])[F:21].[P:22]([Cl:23])([Cl:24])([Cl:25])=[O:26]>>[F:1][C:2]([c:3]1[c:4](-[c:9]2[cH:10][cH:11][c:12]3[c:13]([Cl:24])[n:14][cH:15][n:16][c:17]3[cH:18]2)[cH:5][cH:6][cH:7][cH:8]1)([F:20])[F:21]. Reactants: FC1=C(C=CC=C1)B(O)O ((2-fluorophenyl)boronic acid), BrC1=CC=2N(C(N(C(C2S1)=O)C1CCN(CC1)C(=O)OC(C)(C)C)=O)CC1=NC(=NO1)CC (Tert-butyl 4-{6-bromo-1-[(3-ethyl-1,2,4-oxadiazol-5-yl)methyl]-2,4-dioxo-1,4-dihydrothieno[3,2-d]pyrimidin-3(2H)-yl}piperidine-1-carboxylate), FC1=C(C=CC=C1)B(O)O ((2-fluorophenyl)boronic acid), C([O-])([O-])=O.[Cs+].[Cs+] (cesium carbonate). The reagents and catalysts are C1CCC(CC1)P(C2CCCCC2)C3CCCCC3.C1CCC(CC1)P(C2CCCCC2)C3CCCCC3.Cl[Pd]Cl (dichlorobis(tricyclohexylphosphine)palladium). Solvent: COCCOC (DME). Run at time 40 minute. The product is C(C)C1=NOC(=N1)CN1C(N(C(C2=C1C=C(S2)C2=C(C=CC=C2)F)=O)C2CCN(CC2)C(=O)OC(C)(C)C)=O (tert-butyl 4-{1-[(3-ethyl-1,2,4-oxadiazol-5-yl)methyl]-6-(2-fluorophenyl)-2,4-dioxo-1,4-dihydrothieno[3,2-d]pyrimidin-3(2H)-yl}piperidine-1-carboxylate). As a reaction SMILES: Br[C:2]1[S:10][C:9]2[C:8](=[O:11])[N:7]([CH:12]3[CH2:17][CH2:16][N:15]([C:18]([O:20][C:21]([CH3:24])([CH3:23])[CH3:22])=[O:19])[CH2:14][CH2:13]3)[C:6](=[O:25])[N:5]([CH2:26][C:27]3[O:31][N:30]=[C:29]([CH2:32][CH3:33])[N:28]=3)[C:4]=2[CH:3]=1.[F:34][C:35]1[CH:40]=[CH:39][CH:38]=[CH:37][C:36]=1B(O)O.C(=O)([O-])[O-].[Cs+].[Cs+]>C1CCC(P(C2CCCCC2)C2CCCCC2)CC1.C1CCC(P(C2CCCCC2)C2CCCCC2)CC1.Cl[Pd]Cl.COCCOC>[CH2:32]([C:29]1[N:28]=[C:27]([CH2:26][N:5]2[C:4]3[CH:3]=[C:2]([C:36]4[CH:37]=[CH:38][CH:39]=[CH:40][C:35]=4[F:34])[S:10][C:9]=3[C:8](=[O:11])[N:7]([CH:12]3[CH2:13][CH2:14][N:15]([C:18]([O:20][C:21]([CH3:23])([CH3:24])[CH3:22])=[O:19])[CH2:16][CH2:17]3)[C:6]2=[O:25])[O:31][N:30]=1)[CH3:33] |f:2.3.4,5.6.7|. Reported procedure: Tert-butyl 4-{6-bromo-1-[(3-ethyl-1,2,4-oxadiazol-5-yl)methyl]-2,4-dioxo-1,4-dihydrothieno[3,2-d]pyrimidin-3(2H)-yl}piperidine-1-carboxylate (1.00 g, B99), (2-fluorophenyl)boronic acid (337 mg), dichlorobis(tricyclohexylphosphine)palladium (137 mg) and aqueous cesium carbonate solution (1.4 ml, 2.0 M) are placed in a microwave tube and DME (15 ml) is added. The reaction vessel is sealed and the mixture is subjected to microwave irradiation at 150° C. with stirring for 40 min. The mixture is allo...